From a dataset of the Open Reaction Database (ORD), a public repository of structured organic reaction records. describe an organic reaction: reactants, conditions, products, and yield Reactants: FC1=CC=C(C=C1)N1C(CCC1C1=CC(=C(N)C=C1)[N+](=O)[O-])C1=CC(=C(N)C=C1)[N+](=O)[O-] (4,4′-(1-(4-Fluorophenyl)pyrrolidine-2,5-diyl)bis(2-nitroaniline)), C1CCOC1 (THF). Reagents/catalysts: [Pt]=O (platinum oxide). Run in CN(C)C=O (DMF). Run at time 20 hour. Product: FC1=CC=C(C=C1)N1C(CCC1C=1C=C(C(=CC1)N)N)C=1C=C(C(=CC1)N)N (4,4′-(1-(4-fluorophenyl)pyrrolidine-2,5-diyl)dibenzene-1,2-diamine). RXN SMILES: [F:1][C:2]1[CH:7]=[CH:6][C:5]([N:8]2[CH:12]([C:13]3[CH:19]=[CH:18][C:16]([NH2:17])=[C:15]([N+:20]([O-])=O)[CH:14]=3)[CH2:11][CH2:10][CH:9]2[C:23]2[CH:29]=[CH:28][C:26]([NH2:27])=[C:25]([N+:30]([O-])=O)[CH:24]=2)=[CH:4][CH:3]=1.C1COCC1>CN(C=O)C.[Pt]=O>[F:1][C:2]1[CH:3]=[CH:4][C:5]([N:8]2[CH:9]([C:23]3[CH:24]=[C:25]([NH2:30])[C:26]([NH2:27])=[CH:28][CH:29]=3)[CH2:10][CH2:11][CH:12]2[C:13]2[CH:14]=[C:15]([NH2:20])[C:16]([NH2:17])=[CH:18][CH:19]=2)=[CH:6][CH:7]=1. Procedure: 4,4′-(1-(4-Fluorophenyl)pyrrolidine-2,5-diyl)bis(2-nitroaniline) (0.218 g, 0.50 mmol) was dissolved in DMF (5 mL) then platinum oxide (0.226 g, 0.99 mmol) was added as a THF slurry. The flask was evacuated and purged with nitrogen twice, then evacuated and opened to hydrogen balloon. The mixture was stirred at room temperature for 20 hours. The solution was taken on to the next step without purification. Reactants: N1=CC=CC=C1 (pyridine), C([O-])(O)=O.[Na+] (sodium bicarbonate), C1(=CC=CC=C1)CC(=O)NC1[C@@H]2N(C(=C(CS2)OS(=O)(=O)C)C(=O)OCC2=CC=C(C=C2)[N+](=O)[O-])C1=O (4-nitrobenzyl 7-(2-phenylacetamido)-3-mesyloxy-3-cephem-4-carboxylate), P(Cl)(Cl)(Cl)(Cl)Cl (phosphorus pentachloride). Solvent: CO (methanol), C(Cl)Cl (methylene chloride), O (water). Run at time 2 hour. Yields the product NC1[C@@H]2N(C(=C(CS2)OS(=O)(=O)C)C(=O)OCC2=CC=C(C=C2)[N+](=O)[O-])C1=O (4-nitrobenzyl 7-amino-3-mesyloxy-3-cephem-4-carboxylate). Yield: 102.0%. RXN SMILES: C1(CC([NH:10][CH:11]2[C:36](=[O:37])[N:13]3[C:14]([C:23]([O:25][CH2:26][C:27]4[CH:32]=[CH:31][C:30]([N+:33]([O-:35])=[O:34])=[CH:29][CH:28]=4)=[O:24])=[C:15]([O:18][S:19]([CH3:22])(=[O:21])=[O:20])[CH2:16][S:17][C@H:12]23)=O)C=CC=CC=1.N1C=CC=CC=1.P(Cl)(Cl)(Cl)(Cl)Cl.C(=O)(O)[O-].[Na+]>C(Cl)Cl.O.CO>[NH2:10][CH:11]1[C:36](=[O:37])[N:13]2[C:14]([C:23]([O:25][CH2:26][C:27]3[CH:28]=[CH:29][C:30]([N+:33]([O-:35])=[O:34])=[CH:31][CH:32]=3)=[O:24])=[C:15]([O:18][S:19]([CH3:22])(=[O:20])=[O:21])[CH2:16][S:17][C@H:12]12 |f:3.4|. Reported procedure: To a suspension of 4-nitrobenzyl 7-(2-phenylacetamido)-3-mesyloxy-3-cephem-4-carboxylate (11 g.) in methylene chloride (100 ml.) were added pyridine (2.37 g.) at ambient temperature and then phosphorus pentachloride (5.4 g.) at 0° C. with stirring, whereafter the mixture was stirred at -3° to 3° C. for 2 hours. After adding methanol (5.2 g.) at -20° C., the stirring was continued at the same temperature for additional an hour. The reaction mixture was poured into water and adjusted to pH 7.5 wit... Starting materials: B.[Na] (sodium boron hydride), FC(C1=CC2=C(SC3=C(CC2=O)C(=CC=C3)Cl)C=C1)(F)F (2-trifluoromethyl-9-chloro-10,11-dihydrodibenzo[b,f]thiepin-11-one). The solvent is CO (methanol), CO (methanol). Yields the product FC(C1=CC2=C(SC3=C(CC2O)C(=CC=C3)Cl)C=C1)(F)F (2-trifluoromethyl-9-chloro-10,11-dihydrodibenzo[b,f]thiepin-11-ol). RXN SMILES: [F:1][C:2]([F:21])([F:20])[C:3]1[CH:19]=[CH:18][C:6]2[S:7][C:8]3[CH:16]=[CH:15][CH:14]=[C:13]([Cl:17])[C:9]=3[CH2:10][C:11](=[O:12])[C:5]=2[CH:4]=1.B.[Na]>CO>[F:21][C:2]([F:1])([F:20])[C:3]1[CH:19]=[CH:18][C:6]2[S:7][C:8]3[CH:16]=[CH:15][CH:14]=[C:13]([Cl:17])[C:9]=3[CH2:10][CH:11]([OH:12])[C:5]=2[CH:4]=1 |f:1.2,^1:22|. Procedure: To the mixture of 2-trifluoromethyl-9-chloro-10,11-dihydrodibenzo[b,f]thiepin-11-one obtained in Example 40 and 10 ml of methanol was gradually added 0.2 g of sodium boron hydride with ice-cooling over a period of 5 minutes and the mixture was reacted at room temperature for 30 minutes and refluxed for 15 minutes. After the completion of the reaction, methanol was distilled off. After cooling, to the mixture was added water and the mixture was extracted with chloroform. The extract was washed wi... The reactants are O (water), O (Water), BrN1C(CCC1=O)=O (N-bromosuccinimide), CC=1C=C2C=CCC2=CC1 (5-methyl-1H-indene). Run in CS(=O)C (dimethylsulfoxide). Reaction conditions: time 40 minute. The product is BrC1C(C2=CC(=CC=C2C1)C)O (2-bromo-6-methylindane-1-ol). RXN SMILES: [OH2:1].[Br:2]N1C(=O)CCC1=O.[CH3:10][C:11]1[CH:12]=[C:13]2[C:17](=[CH:18][CH:19]=1)[CH2:16][CH:15]=[CH:14]2>CS(C)=O>[Br:2][CH:15]1[CH2:16][C:17]2[C:13](=[CH:12][C:11]([CH3:10])=[CH:19][CH:18]=2)[CH:14]1[OH:1]. Procedure: Water (0.6 ml) and N-bromosuccinimide (6.1 g) was added to a solution of 5-methyl-1H-indene (4.4 g) in dimethylsulfoxide (50 ml), and the mixture was stirred for 40 minutes at room temperature. The reaction mixture was poured into ice-cooled water, and extracted with ether. The organic layer was washed with water, 5% sodium hydrogencarbonate aqueous solution, and saturated saline solution in order and dried over anhydrous sodium sulfate. After filtration, the filtrate was concentrated, and the r... The reactants are FC1=C(C=C(C=C1)F)[N+](=O)[O-] (2,5-Difluoro-nitrobenzene), C(C1=CC=CC=C1)N1CCC(CC1)N (1-benzyl-4-amino-piperidine). The solvent is CN1C(CCCC1)=O (N-methyl-piperidone). The product is C(C1=CC=CC=C1)N1CCC(CC1)NC1=C(C=C(C=C1)F)[N+](=O)[O-] (1-Benzyl-4-(4-fluoro-2-nitro-phenylamino)-piperidine). Yield: 86.9%. Reaction SMILES: F[C:2]1[CH:7]=[CH:6][C:5]([F:8])=[CH:4][C:3]=1[N+:9]([O-:11])=[O:10].[CH2:12]([N:19]1[CH2:24][CH2:23][CH:22]([NH2:25])[CH2:21][CH2:20]1)[C:13]1[CH:18]=[CH:17][CH:16]=[CH:15][CH:14]=1>CN1CCCCC1=O>[CH2:12]([N:19]1[CH2:24][CH2:23][CH:22]([NH:25][C:2]2[CH:7]=[CH:6][C:5]([F:8])=[CH:4][C:3]=2[N+:9]([O-:11])=[O:10])[CH2:21][CH2:20]1)[C:13]1[CH:14]=[CH:15][CH:16]=[CH:17][CH:18]=1. Procedure details: 2,5-Difluoro-nitrobenzene (21.5 g), 1-benzyl-4-amino-piperidine (52.3 g) and N-methyl-piperidone (100 ml) were stirred at 100° C. for 3 h. After cooling the mixture was partitioned between water and ethyl acetate and the aqueous layer was extracted twice with ethyl acetate. The combined organic layers were extracted 5 times with water, and the solvent was evaporated in vacuo. The target compound was crystallized from methanol to yield 38.7 g of the title compound as orange crystals (mp. 86-87° C... Reactants: FC1=C(C=C(C(=C1)C1=CC=C2C(=NNC2=C1)C=1NC2=C(CNCC2)N1)CC(F)(F)F)O (2-fluoro-4-[3-(4,5,6,7-tetrahydro-1H-imidazo[4,5-c]pyridin-2-yl)-1H-indazol-6-yl]-5-(2,2,2-trifluoro-ethyl)-phenol), OC=1C=C(C=O)C=CC1 (3-hydroxybenzaldehyde). Yields the product FC1=C(C=C(C(=C1)C1=CC=C2C(=NNC2=C1)C1=NC2=C(CCN(C2)CC2=CC(=CC=C2)O)N1)CC(F)(F)F)O (2-Fluoro-4-{3-[5-(3-hydroxy-benzyl)-4,5,6,7-tetrahydro-1H-imidazo[4,5-d]pyridin-2-yl]-1H-indazol-6-yl}-5-(2,2,2-trifluoro-ethyl)-phenol). Reaction SMILES: [F:1][C:2]1[CH:7]=[C:6]([C:8]2[CH:16]=[C:15]3[C:11]([C:12]([C:17]4[NH:18][C:19]5[CH2:24][CH2:23][NH:22][CH2:21][C:20]=5[N:25]=4)=[N:13][NH:14]3)=[CH:10][CH:9]=2)[C:5]([CH2:26][C:27]([F:30])([F:29])[F:28])=[CH:4][C:3]=1[OH:31].[OH:32][C:33]1[CH:34]=[C:35]([CH:38]=[CH:39][CH:40]=1)[CH:36]=O>>[F:1][C:2]1[CH:7]=[C:6]([C:8]2[CH:16]=[C:15]3[C:11]([C:12]([C:17]4[NH:18][C:19]5[CH2:24][CH2:23][N:22]([CH2:36][C:35]6[CH:38]=[CH:39][CH:40]=[C:33]([OH:32])[CH:34]=6)[CH2:21][C:20]=5[N:25]=4)=[N:13][NH:14]3)=[CH:10][CH:9]=2)[C:5]([CH2:26][C:27]([F:28])([F:29])[F:30])=[CH:4][C:3]=1[OH:31]. Procedure: The title compound was prepared from 2-fluoro-4-[3-(4,5,6,7-tetrahydro-1H-imidazo[4,5-c]pyridin-2-yl)-1H-indazol-6-yl]-5-(2,2,2-trifluoro-ethyl)-phenol (100 mg, 0.21 mmol) and 3-hydroxybenzaldehyde (56.6 mg, 0.46 mmol) using the method of Example 51. The crude material was purified initially over silica and finally by Prep TLC (Mobile Phase: 10% MeOH-DCM) to afford the title compound as an off white solid in 26.1% yield, 30 mg. Reaction SMILES: [CH3:1][N:2]([CH3:26])[CH2:3][C:4]([C:6]1[C:14]2[C:9](=[N:10][CH:11]=[CH:12][C:13]=2[O:15][C:16]2[CH:21]=[CH:20][C:19]([N+:22]([O-])=O)=[CH:18][C:17]=2[F:25])[NH:8][CH:7]=1)=[O:5].C1COCC1.CO.[Cl-].[NH4+]>CCOC(C)=O.[Zn]>[NH2:22][C:19]1[CH:20]=[CH:21][C:16]([O:15][C:13]2[CH:12]=[CH:11][N:10]=[C:9]3[NH:8][CH:7]=[C:6]([C:4](=[O:5])[CH2:3][N:2]([CH3:26])[CH3:1])[C:14]=23)=[C:17]([F:25])[CH:18]=1 |f:3.4|. Run in CCOC(=O)C (EtOAc). Yields the product NC1=CC(=C(OC2=C3C(=NC=C2)NC=C3C(CN(C)C)=O)C=C1)F (1-(4-(4-Amino-2-fluorophenoxy)-1H-pyrrolo[2,3-b]pyridin-3-yl)-2-(dimethylamino)ethanone). The reactants are CN(CC(=O)C1=CNC2=NC=CC(=C21)OC2=C(C=C(C=C2)[N+](=O)[O-])F)C (2-(dimethylamino)-1-(4-(2-fluoro-4-nitrophenoxy)-1H-pyrrolo[2,3-b]pyridin-3-yl)ethanone), C1CCOC1 (THF), CO (MeOH), [Cl-].[NH4+] (ammonium chloride). Reagents/catalysts: [Zn] (Zn). Run at time 8 hour. Reported procedure: To a solution of 2-(dimethylamino)-1-(4-(2-fluoro-4-nitrophenoxy)-1H-pyrrolo[2,3-b]pyridin-3-yl)ethanone (80 mg, 0.22 mmol) in a mixed solvent (5 mL of THF and 5 mL of MeOH) were added ammonium chloride (64.2 mg, 1.2 mmol, EMD) and Zn dust (78.4 mg, 1.2 mmol, Aldrich). The reaction mixture was stirred at room temperature overnight, diluted with 30 mL of EtOAc and filtered through a pad of Celite®. The filtrate was concentrated in vacuo and the resulting residue was purified by preparative HPLC. ...